Dataset: the Open Reaction Database (ORD), a public repository of structured organic reaction records. Task: describe an organic reaction: reactants, conditions, products, and yield Starting materials: C(C1=CC=CC=C1)N(CCC(=O)NCCOC)C (3-(benzyl(methyl)amino)-N-(2-methoxyethyl)propanamide). The reagents and catalysts are [Pd] (palladium-on-carbon). Solvent: CO (methanol). Run at time 2 hour. Product: COCCNC(CCNC)=O (N-(2-methoxyethyl)-3-(methylamino)propanamide). Isolated yield 28.4%. Reaction SMILES: [CH2:1]([N:8](C)[CH2:9][CH2:10][C:11]([NH:13][CH2:14][CH2:15][O:16][CH3:17])=[O:12])C1C=CC=CC=1>CO.[Pd]>[CH3:17][O:16][CH2:15][CH2:14][NH:13][C:11](=[O:12])[CH2:10][CH2:9][NH:8][CH3:1]. Procedure details: To a solution of 3-(benzyl(methyl)amino)-N-(2-methoxyethyl)propanamide (1.1 g, 4.39 mmol, 1.00 equiv) in methanol (50 mL) was added 5% palladium-on-carbon (50 mg) and the suspension stirred under a hydrogen atmosphere for 2 h. The solids were filtered out and the mixture was concentrated under vacuum to afford 200 mg (28%) of the product as a white solid. Reactants: C1CCOC1, CCO, [Cl-], N#CC1CCCN1C(=O)CNC12CC3CC1CC(c1ccc([N+](=O)[O-])cc1)(C3)C2, [NH4+], O. Yields the product N#CC1CCCN1C(=O)CNC12CC3CC1CC(c1ccc(N)cc1)(C3)C2. Reaction SMILES: [CH2:31]1[O:32][CH2:33][CH2:34][CH2:35]1.[CH3:38][CH2:39][OH:40].[Cl-:36].[N+:1]([O-:2])(=[O:3])[c:4]1[cH:5][cH:6][c:7]([C:10]23[CH2:11][CH:12]4[CH2:13][CH:14]([CH2:15][C:16]4([NH:18][CH2:19][C:20](=[O:21])[N:22]4[CH:23]([C:27]#[N:28])[CH2:24][CH2:25][CH2:26]4)[CH2:17]2)[CH2:29]3)[cH:8][cH:9]1.[NH4+:37].[OH2:30]>>[NH2:1][c:4]1[cH:5][cH:6][c:7]([C:10]23[CH2:11][CH:12]4[CH2:13][CH:14]([CH2:15][C:16]4([NH:18][CH2:19][C:20](=[O:21])[N:22]4[CH:23]([C:27]#[N:28])[CH2:24][CH2:25][CH2:26]4)[CH2:17]2)[CH2:29]3)[cH:8][cH:9]1. The reactants are N(N)C1=CC=C(C=2CC(OC21)(C)C)C (7-hydrazino-2,3-dihydro-2,2,4-trimethylbenzofuran), ClC(=O)N(NC(=O)N(C)OC)C1=CC=CC=2CC(OC21)C (1-(chlorocarbonyl)-1-(2,3-dihydro-2-methylbenzofuran-7-yl)-4-methoxy-4-methylsemicarbazide), N(N)C1=CC=CC=2CC(OC21)C (7-hydrazino-2,3dihydro-2-methylbenzofuran). The product is CC1(OC2=C(C1)C(=CC=C2N2C(OC(=N2)N(C)OC)=O)C)C (3-(2,3-Dihydro-2,2,4-trimethylbenzofuran-7-yl)-5-(N-methoxy, N-methylamino)-1,3,4-oxadiazol-2(3H)-one). As a reaction SMILES: [NH:1]([C:3]1[C:11]2[O:10][C:9]([CH3:13])([CH3:12])[CH2:8][C:7]=2[C:6]([CH3:14])=[CH:5][CH:4]=1)[NH2:2].ClC(N(C1C2OC(C)CC=2C=CC=1)N[C:20]([N:22]([O:24][CH3:25])[CH3:23])=[O:21])=O.N(C1C2[O:45][CH:44](C)CC=2C=CC=1)N>>[CH3:13][C:9]1([CH3:12])[CH2:8][C:7]2[C:6]([CH3:14])=[CH:5][CH:4]=[C:3]([N:1]3[N:2]=[C:20]([N:22]([O:24][CH3:25])[CH3:23])[O:21][C:44]3=[O:45])[C:11]=2[O:10]1. Reported procedure: 3 was prepared, as an amber syrup, by treating 7-hydrazino-2,3-dihydro-2,2,4-trimethylbenzofuran (prepared by the method described in U.S. Pat. No. 4,406,910) according to the procedures described in Example 1 for preparing 1F from 1D. Starting materials: FC1=C(C(=O)Cl)C=C(C(=C1)F)F (2,4,5-trifluorobenzoyl chloride), [O-]CC.[Mg+2].[O-]CC (magnesium ethoxide), C(CC(=O)OCC)(=O)OCC (diethyl malonate). The solvent is C(C)OCC (diethyl ether), C(C)OCC (diethyl ether). Yields the product FC1=C(C(=O)CC(=O)OCC)C=C(C(=C1)F)F (ethyl 2,4,5-trifluorobenzoylacetate). RXN SMILES: [O-]CC.[Mg+2].[O-]CC.[C:8]([O:16][CH2:17][CH3:18])(=[O:15])[CH2:9][C:10]([O:12]CC)=O.[F:19][C:20]1[CH:28]=[C:27]([F:29])[C:26]([F:30])=[CH:25][C:21]=1C(Cl)=O>C(OCC)C>[F:19][C:20]1[CH:28]=[C:27]([F:29])[C:26]([F:30])=[CH:25][C:21]=1[C:10]([CH2:9][C:8]([O:16][CH2:17][CH3:18])=[O:15])=[O:12] |f:0.1.2|. Reported procedure: On the other hand, a suspension of magnesium ethoxide and 3.1 g of diethyl malonate in 30 ml of anhydrous diethyl ether was refluxed for 1 hour. To the cooled suspension was added dropwise 15 ml of an anhydrous diethyl ether solution of 2,4,5-trifluorobenzoyl chloride obtained above with stirring. The resulting mixture was stirred at room temperature for 1 hour. After acidification with diluted hydrochloric acid, the mixture was extracted with 150 ml of ethyl acetate (50 ml×3). The extract was d... Procedure: HF-Pyridine (300 μL, 3.33 mmol) was added to a solution of 6-(((tert-butyldimethylsilyl)oxy)methyl)-N-(5-cyano-4-isopropoxypyridin-2-yl)-7-(dimethoxymethyl)-3,4-dihydro-1,8-naphthyridine-1(2H)-carboxamide (intermediate 165, 861 mg, 1.549 mmol) in THF (8 ml) at room temperature. The reaction mixture was stirred for 5 h and 20 min, quenched with saturated aqueous NaHCO3 and partitioned with ethyl acetate. The aqueous layer was extracted with ethyl acetate and the combined organic layers were washe... Product: C(#N)C=1C(=CC(=NC1)NC(=O)N1CCCC2=CC(=C(N=C12)C(OC)OC)CO)OC(C)C (N-(5-cyano-4-isopropoxypyridin-2-yl)-7-(dimethoxymethyl)-6-(hydroxymethyl)-3,4-dihydro-1,8-naphthyridine-1(2H)-carboxamide). Run in C1CCOC1 (THF). Reaction SMILES: C1C=CN=CC=1.F.[Si]([O:15][CH2:16][C:17]1[CH:18]=[C:19]2[C:24](=[N:25][C:26]=1[CH:27]([O:30][CH3:31])[O:28][CH3:29])[N:23]([C:32]([NH:34][C:35]1[CH:40]=[C:39]([O:41][CH:42]([CH3:44])[CH3:43])[C:38]([C:45]#[N:46])=[CH:37][N:36]=1)=[O:33])[CH2:22][CH2:21][CH2:20]2)(C(C)(C)C)(C)C>C1COCC1>[C:45]([C:38]1[C:39]([O:41][CH:42]([CH3:44])[CH3:43])=[CH:40][C:35]([NH:34][C:32]([N:23]2[C:24]3[C:19](=[CH:18][C:17]([CH2:16][OH:15])=[C:26]([CH:27]([O:30][CH3:31])[O:28][CH3:29])[N:25]=3)[CH2:20][CH2:21][CH2:22]2)=[O:33])=[N:36][CH:37]=1)#[N:46] |f:0.1|. Run at time 20 minute. The reactants are C1=CC=NC=C1.F (HF-Pyridine), [Si](C)(C)(C(C)(C)C)OCC=1C=C2CCCN(C2=NC1C(OC)OC)C(=O)NC1=NC=C(C(=C1)OC(C)C)C#N (6-(((tert-butyldimethylsilyl)oxy)methyl)-N-(5-cyano-4-isopropoxypyridin-2-yl)-7-(dimethoxymethyl)-3,4-dihydro-1,8-naphthyridine-1(2H)-carboxamide), [Si](C)(C)(C(C)(C)C)OCC=1C=C2CCCN(C2=NC1C(OC)OC)C(=O)NC1=NC=C(C(=C1)OC(C)C)C#N (6-(((tert-butyldimethylsilyl)oxy)methyl)-N-(5-cyano-4-isopropoxypyridin-2-yl)-7-(dimethoxymethyl)-3,4-dihydro-1,8-naphthyridine-1(2H)-carboxamide). Starting materials: COc1ccc(C2=NN(C3CCNCC3)C(=O)C2(C)C)cc1OC, O=S(=O)(Cl)c1cccc(C(F)(F)F)c1. Product: COc1ccc(C2=NN(C3CCN(S(=O)(=O)c4cccc(C(F)(F)F)c4)CC3)C(=O)C2(C)C)cc1OC. RXN SMILES: [CH3:1][O:2][c:3]1[cH:4][c:5]([C:11]2=[N:15][N:14]([CH:16]3[CH2:17][CH2:18][NH:19][CH2:20][CH2:21]3)[C:13](=[O:22])[C:12]2([CH3:23])[CH3:24])[cH:6][cH:7][c:8]1[O:9][CH3:10].[F:25][C:26]([c:27]1[cH:28][c:29]([S:33](=[O:34])(=[O:35])[Cl:36])[cH:30][cH:31][cH:32]1)([F:37])[F:38]>>[CH3:1][O:2][c:3]1[cH:4][c:5]([C:11]2=[N:15][N:14]([CH:16]3[CH2:17][CH2:18][N:19]([S:33]([c:29]4[cH:28][c:27]([C:26]([F:25])([F:37])[F:38])[cH:32][cH:31][cH:30]4)(=[O:34])=[O:35])[CH2:20][CH2:21]3)[C:13](=[O:22])[C:12]2([CH3:23])[CH3:24])[cH:6][cH:7][c:8]1[O:9][CH3:10]. Starting materials: C(C)OC(=O)C1(C(NCCC1)=O)F (ethyl-3-fluoro-2-oxo-3-piperidinecarboxylate). Solvent: C(C)O (ethanol). Yields the product F[C@@]1(C(NCCC1)=O)C(=O)OCC (Ethyl (3S)-3-fluoro-2-oxo-3-piperidinecarboxylate). As a reaction SMILES: [CH2:1]([O:3][C:4]([C:6]1([F:13])[CH2:11][CH2:10][CH2:9][NH:8][C:7]1=[O:12])=[O:5])[CH3:2]>C(O)C>[F:13][C@@:6]1([C:4]([O:3][CH2:1][CH3:2])=[O:5])[CH2:11][CH2:10][CH2:9][NH:8][C:7]1=[O:12]. Procedure: Samples were prepared in batches according to the following method: ethyl-3-fluoro-2-oxo-3-piperidinecarboxylate (25 g) was dissolved in ethanol (450 ml) with gentle heating and sonication. The solution was then filtered through a Pall Acrodisc 37 mm syringe filter with 1 μm glass fibre membrane to remove fines and undissolved material. The filtered solution was adjusted to a total volume of 500 ml with ethanol to give a solution with nominal concentration of 50 mg/mL. Solvent: CC(=O)C (acetone). Product: BrC1=CC2=C(OC(=C2)CC=2SC=CC2)C=C1 ((5-bromo-benzo[b]furan-2-yl)-(thiophen-2-yl)methane). RXN SMILES: C(=O)([O-])[O-].[K+].[K+].Br[CH2:8][C:9]([C:11]1[S:12][CH:13]=[CH:14][CH:15]=1)=O.[Br:16][C:17]1[CH:24]=[C:21]([CH:22]=O)[C:20]([OH:25])=[CH:19][CH:18]=1>CC(C)=O>[Br:16][C:17]1[CH:18]=[CH:19][C:20]2[O:25][C:8]([CH2:9][C:11]3[S:12][CH:13]=[CH:14][CH:15]=3)=[CH:22][C:21]=2[CH:24]=1 |f:0.1.2|. Reactants: C([O-])([O-])=O.[K+].[K+] (Potassium carbonate), BrCC(=O)C=1SC=CC1 (2-bromo-1-(thiophen-2-yl)ethanone), BrC1=CC=C(C(C=O)=C1)O (5-bromosalicylaldehyde). Reaction conditions: time 30 minute. Reported procedure: Potassium carbonate (12.0 g, 0.087 mol) and subsequently 2-bromo-1-(thiophen-2-yl)ethanone (7.0 g, 0.034 mol; prepared as described in J. Med. Chem. 30, 1497 (1987)) were added to a stirred solution of 5-bromosalicylaldehyde (6.9 g, 0.034 mol) in acetone (150 mL). The mixture was stirred at ambient temperature for 30 min at first and then refluxed for 1 h. Solid mass was filtered off, washed with hot acetone (2×50 mL) and the filtrate was evaporated in vacuo. The residue (11.3 g) was crystallize... Reactants: FC1=CC=C(C=C1)[N+](=O)[O-] (4-fluoronitrobenzene), N[C@@H](C(C)C)C(=O)O (valine), C([O-])(O)=O.[Na+] (sodium bicarbonate), C([O-])([O-])=O.[Na+].[Na+] (sodium carbonate), O(C1=CC=CC=C1)C=1C=C(CBr)C=CC1 (m-phenoxybenzyl bromide). Solvent: O (water), O (water), C(C)O (ethanol), CN(C=O)C (dimethylformamide). Reaction conditions: time 24 hour. The product is m-phenoxybenzyl ester, [N+](=O)([O-])C1=CC=C(C=C1)N[C@@H](C(C)C)C(=O)O (N-(p-nitrophenyl)valine). As a reaction SMILES: F[C:2]1[CH:7]=[CH:6][C:5]([N+:8]([O-:10])=[O:9])=[CH:4][CH:3]=1.[NH2:11][C@H:12]([C:16]([OH:18])=[O:17])[CH:13]([CH3:15])[CH3:14].C(=O)(O)[O-].[Na+].C(=O)([O-])[O-].[Na+].[Na+].O(C1C=C(C=CC=1)CBr)C1C=CC=CC=1>C(O)C.O.CN(C)C=O>[N+:8]([C:5]1[CH:6]=[CH:7][C:2]([NH:11][C@H:12]([C:16]([OH:18])=[O:17])[CH:13]([CH3:15])[CH3:14])=[CH:3][CH:4]=1)([O-:10])=[O:9] |f:2.3,4.5.6|. Reported procedure: A mixture of 10 g of 4-fluoronitrobenzene, 5 g of valine and 10 g of sodium bicarbonate is dissolved in 200 ml of ethanol and 100 ml of water. The reaction mixture is refluxed for 3 hours and cooled. Excess 4-fluoronitrobenzene is removed by ether extraction and the aqueous phase is brought to pH 3 to 4 with hydrochloric acid. The oily precipitate is extracted with methylene chloride. After drying and removal of solvent, the residue is treated with 3 equivalents of sodium carbonate and 1 equival... Starting materials: O (water), C([O-])([O-])=O.[Cs+].[Cs+] (Cesium carbonate), ClC1=C(C=CC=C1)C1=CC=C(C(N1)=O)NC(OCC1=CC=CC=C1)=O (benzyl 6-(2-chlorophenyl)-2-oxo-1,2-dihydropyridin-3-ylcarbamate), C1(CC1)CBr (cyclopropylmethyl bromide). Solvent: CN(C=O)C (N,N-dimethylformamide). Run at time 4 hour. Product: ClC1=C(C=CC=C1)C1=CC=C(C(N1CC1CC1)=O)NC(OCC1=CC=CC=C1)=O (Benzyl 6-(2-chlorophenyl)-1-(cyclopropylmethyl)-2-oxo-1,2-dihydropyridin-3-ylcarbamate). Isolated yield 38.2%. As a reaction SMILES: C(=O)([O-])[O-].[Cs+].[Cs+].[Cl:7][C:8]1[CH:13]=[CH:12][CH:11]=[CH:10][C:9]=1[C:14]1[NH:19][C:18](=[O:20])[C:17]([NH:21][C:22](=[O:31])[O:23][CH2:24][C:25]2[CH:30]=[CH:29][CH:28]=[CH:27][CH:26]=2)=[CH:16][CH:15]=1.[CH:32]1([CH2:35]Br)[CH2:34][CH2:33]1.O>CN(C)C=O>[Cl:7][C:8]1[CH:13]=[CH:12][CH:11]=[CH:10][C:9]=1[C:14]1[N:19]([CH2:35][CH:32]2[CH2:34][CH2:33]2)[C:18](=[O:20])[C:17]([NH:21][C:22](=[O:31])[O:23][CH2:24][C:25]2[CH:30]=[CH:29][CH:28]=[CH:27][CH:26]=2)=[CH:16][CH:15]=1 |f:0.1.2|. Procedure: Cesium carbonate (1.07 g, 3.30 mmol) was added to a solution of benzyl 6-(2-chlorophenyl)-2-oxo-1,2-dihydropyridin-3-ylcarbamate (J. Med. Chem. 1994, 37, 3303-3312) (585 mg, 1.65 mmol) and cyclopropylmethyl bromide (0.19 mL, 1.98 mmol) in N,N-dimethylformamide (5 mL). After 4 h, water was added, and the mixture was extracted with ethyl acetate. The organic layer was washed with water (2×), saturated brine, dried over magnesium sulfate, filtered and concentrated. Purification by silica gel chroma...